Dataset: the Open Reaction Database (ORD), a public repository of structured organic reaction records. Task: describe an organic reaction: reactants, conditions, products, and yield Starting materials: C(C1=CC=CC=C1)OC(=O)NC1(COC1)CC(=O)O ((3-{[(benzyloxy)carbonyl]amino}oxetan-3-yl)acetic acid), BrCC(=O)C1=CC=C(C=C1)OC(F)F (2-bromo-1-[4-(difluoromethoxy)phenyl]ethanone). Product: C(C1=CC=CC=C1)OC(=O)NC1(COC1)CC(=O)OCC(=O)C1=CC=C(C=C1)OC(F)F (2-[4-(Difluoromethoxy)phenyl]-2-oxoethyl (3-{[(benzyloxy)carbonyl]amino}oxetan-3-yl)acetate). RXN SMILES: [CH2:1]([O:8][C:9]([NH:11][C:12]1([CH2:16][C:17]([OH:19])=[O:18])[CH2:15][O:14][CH2:13]1)=[O:10])[C:2]1[CH:7]=[CH:6][CH:5]=[CH:4][CH:3]=1.Br[CH2:21][C:22]([C:24]1[CH:29]=[CH:28][C:27]([O:30][CH:31]([F:33])[F:32])=[CH:26][CH:25]=1)=[O:23]>>[CH2:1]([O:8][C:9]([NH:11][C:12]1([CH2:16][C:17]([O:19][CH2:21][C:22]([C:24]2[CH:25]=[CH:26][C:27]([O:30][CH:31]([F:32])[F:33])=[CH:28][CH:29]=2)=[O:23])=[O:18])[CH2:13][O:14][CH2:15]1)=[O:10])[C:2]1[CH:7]=[CH:6][CH:5]=[CH:4][CH:3]=1. Procedure: Prepared by Method E using (3-{[(benzyloxy)carbonyl]amino}oxetan-3-yl)acetic acid (Preparation 25, 0.3 g, 1.13 mmol) and 2-bromo-1-[4-(difluoromethoxy)phenyl]ethanone (0.315 g, 1.19 mmol) to afford the title compound.